From a dataset of the Open Reaction Database (ORD), a public repository of structured organic reaction records. describe an organic reaction: reactants, conditions, products, and yield The reactants are Br[Mg]c1ccccc1, C1CCOC1, N#Cc1cccc(-c2ccncc2C=O)c1. Product: N#Cc1cccc(-c2ccncc2C(O)c2ccccc2)c1. RXN SMILES: [Br:17][Mg:18][c:19]1[cH:20][cH:21][cH:22][cH:23][cH:24]1.[CH2:25]1[O:26][CH2:27][CH2:28][CH2:29]1.[CH:1](=[O:2])[c:3]1[cH:4][n:5][cH:6][cH:7][c:8]1-[c:9]1[cH:10][c:11]([C:12]#[N:13])[cH:14][cH:15][cH:16]1>>[CH:1]([OH:2])([c:3]1[cH:4][n:5][cH:6][cH:7][c:8]1-[c:9]1[cH:10][c:11]([C:12]#[N:13])[cH:14][cH:15][cH:16]1)[c:19]1[cH:20][cH:21][cH:22][cH:23][cH:24]1. Starting materials: CCOC(=O)CC(=O)OC(C)(C)C, Clc1ccc(Cl)nn1, [H-], [Na+], C1COCCO1. Yields the product CCOC(=O)C(C(=O)OC(C)(C)C)c1ccc(Cl)nn1. RXN SMILES: [C:1]([CH2:2][C:3](=[O:4])[O:5][CH2:6][CH3:7])(=[O:8])[O:9][C:10]([CH3:11])([CH3:12])[CH3:13].[Cl:16][c:17]1[n:18][n:19][c:20]([Cl:23])[cH:21][cH:22]1.[H-:14].[Na+:15].[O:24]1[CH2:25][CH2:26][O:27][CH2:28][CH2:29]1>>[C:1]([CH:2]([C:3](=[O:4])[O:5][CH2:6][CH3:7])[c:20]1[n:19][n:18][c:17]([Cl:16])[cH:22][cH:21]1)(=[O:8])[O:9][C:10]([CH3:11])([CH3:12])[CH3:13]. RXN SMILES: [CH3:1][C:2]1([CH3:13])[CH2:11][C:10]2[NH:9][CH2:8][CH2:7][CH2:6][C:5]=2[C:4](=[O:12])[CH2:3]1.[C:14](Cl)(=[O:21])[C:15]1[CH:20]=[CH:19][CH:18]=[CH:17][CH:16]=1.CC(N1CCCC(C(C)=O)=C1)C>>[CH3:1][C:2]1([CH3:13])[CH2:11][C:10]2[N:9]([C:14](=[O:21])[C:15]3[CH:20]=[CH:19][CH:18]=[CH:17][CH:16]=3)[CH2:8][CH2:7][CH2:6][C:5]=2[C:4](=[O:12])[CH2:3]1. Procedure: 7,7 Dimethyl-1,2,3,4,7,8-hexahydro-quinolin5(6H)-one was reacted with benzoyl chloride according to the procedure of Part (b) of Example 1 to give 7,7-dimethyl-1,2,3,4,7,8-hexahydro-1-benzoyl-quinolin-5(6H)-one (19) as a yellow solid. The product is CC1(CC(C=2CCCN(C2C1)C(C1=CC=CC=C1)=O)=O)C (7,7-Dimethyl-1,2,3,4,7,8-hexahydro-1-benzoyl-quinolin-5(6H)-one). Starting materials: CC1(CC(C=2CCCNC2C1)=O)C (7,7 Dimethyl-1,2,3,4,7,8-hexahydro-quinolin5(6H)-one), C(C1=CC=CC=C1)(=O)Cl (benzoyl chloride), CC(C)N1C=C(CCC1)C(=O)C (Methyl 1-(1-methylethyl)-1,4,5,6-tetrahydro-3-pyridyl ketone). The reactants are CC1=CC(=CC(=N1)C1=NC(=CC=C1)C=1C=C(C=CC1)S(=O)(=O)Cl)C1=CC=C(C=C1)C(F)(F)F (3-[6′-methyl-4′-(4-trifluoromethyl-phenyl)-[2,2′]bipyridinyl-6-yl]-benzenesulfonyl chloride), OC1CCNCC1 (4-hydroxypiperidine). The solvent is C1CCOC1 (THF), CCOC(=O)C (EtOAc). The product is CC1=CC(=CC(=N1)C1=NC(=CC=C1)C=1C=C(C=CC1)S(=O)(=O)N1CCC(CC1)O)C1=CC=C(C=C1)C(F)(F)F (1-{3-[6′-Methyl-4′-(4-trifluoromethyl-phenyl)-[2,2′]bipyridinyl-6-yl]-benzenesulfonyl}-piperidin-4-ol). The yield is 57.4%. Reaction SMILES: [CH3:1][C:2]1[N:7]=[C:6]([C:8]2[CH:13]=[CH:12][CH:11]=[C:10]([C:14]3[CH:15]=[C:16]([S:20](Cl)(=[O:22])=[O:21])[CH:17]=[CH:18][CH:19]=3)[N:9]=2)[CH:5]=[C:4]([C:24]2[CH:29]=[CH:28][C:27]([C:30]([F:33])([F:32])[F:31])=[CH:26][CH:25]=2)[CH:3]=1.[OH:34][CH:35]1[CH2:40][CH2:39][NH:38][CH2:37][CH2:36]1>C1COCC1.CCOC(C)=O>[CH3:1][C:2]1[N:7]=[C:6]([C:8]2[CH:13]=[CH:12][CH:11]=[C:10]([C:14]3[CH:15]=[C:16]([S:20]([N:38]4[CH2:39][CH2:40][CH:35]([OH:34])[CH2:36][CH2:37]4)(=[O:22])=[O:21])[CH:17]=[CH:18][CH:19]=3)[N:9]=2)[CH:5]=[C:4]([C:24]2[CH:29]=[CH:28][C:27]([C:30]([F:33])([F:32])[F:31])=[CH:26][CH:25]=2)[CH:3]=1. Procedure details: The title compound was prepared from 3-[6′-methyl-4′-(4-trifluoromethyl-phenyl)-[2,2′]bipyridinyl-6-yl]-benzenesulfonyl chloride (example I.2) (0.200 g, 0.409 mmol) by treatment with commercially available 4-hydroxypiperidine [CAS-no. 5382-16-1] (0.207 g, 2.05 mmol) in THF (5 mL) at 23° C. for 16 h. Diluted with EtOAc, washed with 5% citric acid, sat. NaHCO3-sol. and brine, dried organic layer over Na2SO4. Removal of the solvent in vacuum left a crude product, which was purified by silica gel co...